This data is from the Open Reaction Database (ORD), a public repository of structured organic reaction records. The task is: describe an organic reaction: reactants, conditions, products, and yield Reactants: FC(C=1C=CC(=NC1)N1CCC(CC1)C(=O)O)(F)F (1-(5-Trifluoromethylpyrid-2-yl)-piperidine-4-carboxylic acid), NC1=C2C=CN=CC2=CC=C1 (5-aminoisoquinoline). The product is C1=NC=CC2=C(C=CC=C12)NC(=O)C1CCN(CC1)C1=NC=C(C=C1)C(F)(F)F (N-Isoquinolin-5-yl-1-(5-trifluoromethylpyrid-2-yl)-piperidine-4-carboxamide). As a reaction SMILES: [F:1][C:2]([F:19])([F:18])[C:3]1[CH:4]=[CH:5][C:6]([N:9]2[CH2:14][CH2:13][CH:12]([C:15]([OH:17])=O)[CH2:11][CH2:10]2)=[N:7][CH:8]=1.[NH2:20][C:21]1[CH:30]=[CH:29][CH:28]=[C:27]2[C:22]=1[CH:23]=[CH:24][N:25]=[CH:26]2>>[CH:26]1[C:27]2[C:22](=[C:21]([NH:20][C:15]([CH:12]3[CH2:11][CH2:10][N:9]([C:6]4[CH:5]=[CH:4][C:3]([C:2]([F:1])([F:19])[F:18])=[CH:8][N:7]=4)[CH2:14][CH2:13]3)=[O:17])[CH:30]=[CH:29][CH:28]=2)[CH:23]=[CH:24][N:25]=1. Reported procedure: Using the procedure outlined in Example 107, the title compound was prepared from 1-(5-trifluoromethylpyrid-2-yl)-piperidine-4-carboxylic acid (D101) (100 mg, 0.36 mmol) and 5-aminoisoquinoline (27 mg, 0.19 mmol) as an off white solid. MS(ES): MH+ 401, M-H+ 399. Starting materials: FC=1C(=C(C(C#N)=CC1)C#N)C#C[Si](C)(C)C (4-fluoro-3-((trimethylsilyl)ethynyl)phthalonitrile), C1CCOC1 (THF), CCCC[N+](CCCC)(CCCC)CCCC.[F-] (TBAF), C1CCOC1 (THF). Solvent: O (water). Reaction conditions: time 5 minute. Yields the product C(#C)C1=C(C(C#N)=CC=C1F)C#N (3-ethynyl-4-fluorophthalonitrile). Yield: 30.0%. RXN SMILES: [F:1][C:2]1[C:3]([C:12]#[C:13][Si](C)(C)C)=[C:4]([C:10]#[N:11])[C:5](=[CH:8][CH:9]=1)[C:6]#[N:7].C1COCC1.CCCC[N+](CCCC)(CCCC)CCCC.[F-]>O>[C:12]([C:3]1[C:2]([F:1])=[CH:9][CH:8]=[C:5]([C:6]#[N:7])[C:4]=1[C:10]#[N:11])#[CH:13] |f:2.3|. Reported procedure: To a solution of 4-fluoro-3-((trimethylsilyl)ethynyl)phthalonitrile (Example 40C) (0.302 g, 1.246 mmol) in anhyd THF (5 mL) was added a solution of TBAF in THF (1.246 mL, 1.246 mmol), dropwise. The resulting black mixture was stirred at rt under N2 for 5 min. The mixture was poured into water and extracted with EtOAc (×3). Combined organics were washed (water, brine), dried over Na2SO4 and concentrated in vacuo. The residue was purified by low pressure liquid chromatography (silica gel, EtOAc/he... Reactants: c1ccccc1[Mg]Cl (effective_coupling_partner), c1cccnc1OC(=O)N(CC)CC (substrate). Reaction conditions: temperature 25 celsius, time 16 hour. Product: c1cccnc1c1ccccc1. Reactants: C1CCC2=NCCCN2CC1, COC(=O)C(C(=O)OC(C)(C)C)P(=O)(OC)OC, CC1(C)Oc2ccc(C=O)cc2O1, [Cl-], ClCCl, [NH4+]. Product: COC(=O)C(=Cc1ccc2c(c1)OC(C)(C)O2)C(=O)OC(C)(C)C. As a reaction SMILES: [CH2:19]1[CH2:20][CH2:21][C:22]2=[N:27][CH2:26][CH2:25][CH2:24][N:23]2[CH2:28][CH2:29]1.[CH3:1][O:2][C:3]([CH:4]([P:5]([O:6][CH3:7])([O:8][CH3:9])=[O:10])[C:11](=[O:12])[O:13][C:14]([CH3:15])([CH3:16])[CH3:17])=[O:18].[CH3:30][C:31]1([CH3:42])[O:32][c:33]2[c:34]([cH:36][cH:37][c:38]([CH:40]=[O:41])[cH:39]2)[O:35]1.[Cl-:46].[Cl:43][CH2:44][Cl:45].[NH4+:47]>>[CH3:1][O:2][C:3]([C:4]([C:11](=[O:12])[O:13][C:14]([CH3:15])([CH3:16])[CH3:17])=[CH:40][c:38]1[cH:37][cH:36][c:34]2[c:33]([cH:39]1)[O:32][C:31]([CH3:30])([CH3:42])[O:35]2)=[O:18]. Reactants: [Al+3], [H-], [H-], [H-], [H-], [Li+], C1CCOC1, COC(=O)CCC1Oc2cc3c(cc2NC1=O)CCCC3. Product: O=C1Nc2cc3c(cc2OC1CCCO)CCCC3. Reaction SMILES: [Al+3:2].[H-:1].[H-:4].[H-:5].[H-:6].[Li+:3].[O:28]1[CH2:29][CH2:30][CH2:31][CH2:32]1.[O:7]=[C:8]1[NH:9][c:10]2[c:11]([cH:20][c:21]3[c:26]([cH:27]2)[CH2:25][CH2:24][CH2:23][CH2:22]3)[O:12][CH:13]1[CH2:14][CH2:15][C:16](=[O:17])[O:18][CH3:19]>>[O:7]=[C:8]1[NH:9][c:10]2[c:11]([cH:20][c:21]3[c:26]([cH:27]2)[CH2:25][CH2:24][CH2:23][CH2:22]3)[O:12][CH:13]1[CH2:14][CH2:15][CH2:16][OH:17]. The reactants are C(C(C)C)(=O)Cl (isobutyrylchloride), [Cl-].[Al+3].[Cl-].[Cl-] (aluminum chloride), C1(=CC=CC=C1)SC (thioanisole). Solvent: C(Cl)(Cl)Cl (chloroform). Run at temperature -10 celsius, time 1.5 hour. The product is CC(C(=O)C1=CC=C(C=C1)SC)C (2-Methyl-1-(4(methylthio)phenyl)-propan-1-one). Reaction SMILES: [Cl-].[Al+3].[Cl-].[Cl-].[C:5](Cl)(=[O:9])[CH:6]([CH3:8])[CH3:7].[C:11]1([S:17][CH3:18])[CH:16]=[CH:15][CH:14]=[CH:13][CH:12]=1>C(Cl)(Cl)Cl>[CH3:7][CH:6]([CH3:8])[C:5]([C:14]1[CH:15]=[CH:16][C:11]([S:17][CH3:18])=[CH:12][CH:13]=1)=[O:9] |f:0.1.2.3|. Procedure: To a suspension of aluminum chloride (136 g, 1.02 mol) in chloroform (1.0 L) cooled to −10° C., was added dropwise isobutyrylchloride (115 mL, 1.10 mol). Then thioanisole (100 mL, 0.85 mol) was added dropwise. Upon completion of addition the reaction was allowed to proceed at r.t. for 1.5 h. The reaction was cooled to 10° C. and quenched by addition of water (750 mL). The organic layer was separated, washed with water (2×500 mL), saturated NaHCO3 solution(2×500 mL), brine (1×500 mL), and then dr... Reactants: [NH4+].[OH-] (NH4OH), BrC1=C(C=C2CCN(C(C2=C1)C(=O)O)C(C(=O)N(CCCOCC#CC1=CN=CS1)C(C)(C)C)=O)OC (7-bromo-2-(2-(tert-butyl(3-(3-(thiazol-5-yl)prop-2-ynyloxy)propyl)amino)-2-oxoacetyl)-6-methoxy-1,2,3,4-tetrahydroisoquinoline-1-carboxylic acid), C(C)(=O)[O-].[Na+] (sodium acetate), anhydride, C(C)OCC (diethyl ether). The solvent is O (water), C(C)(=O)OC(C)=O (acetic anhydride). Run at temperature 100 celsius, time 1 hour. Yields the product BrC=1C(=CC=2CCN3C(C2C1)=C(C1=C3C(N(CCCOC1)C(C)(C)C)=O)C1=CN=CS1)OC (2-bromo-9-tert-butyl-3-methoxy-15-(1,3-thiazol-5-yl)-5,6,9,10,11,12-hexahydro[1,5]oxazonino[8′,7′:4,5]pyrrolo[2,1-a]isoquinolin-8(14H)-one). The yield is 69.8%. RXN SMILES: [Br:1][C:2]1[CH:11]=[C:10]2[C:5]([CH2:6][CH2:7][N:8]([C:15](=O)[C:16]([N:18]([C:31]([CH3:34])([CH3:33])[CH3:32])[CH2:19][CH2:20][CH2:21][O:22][CH2:23][C:24]#[C:25][C:26]3[S:30][CH:29]=[N:28][CH:27]=3)=[O:17])[CH:9]2C(O)=O)=[CH:4][C:3]=1[O:36][CH3:37].C([O-])(=O)C.[Na+].[NH4+].[OH-].C(OCC)C>C(OC(=O)C)(=O)C.O>[Br:1][C:2]1[C:3]([O:36][CH3:37])=[CH:4][C:5]2[CH2:6][CH2:7][N:8]3[C:15]4[C:16](=[O:17])[N:18]([C:31]([CH3:34])([CH3:32])[CH3:33])[CH2:19][CH2:20][CH2:21][O:22][CH2:23][C:24]=4[C:25]([C:26]4[S:30][CH:29]=[N:28][CH:27]=4)=[C:9]3[C:10]=2[CH:11]=1 |f:1.2,3.4|. Reported procedure: A mixture of 240 mg of 8d and 250 mg of sodium acetate in 5 ml of acetic anhydride was heated at 100° C. for 30 min. The reaction mixture was cooled, diluted with 10 ml of water and stirred for 1 hr at ambient temperature to hydrolyze excess anhydride. The mixture was then made alkaline with cold conc. aq. NH4OH and the product was extracted with ethyl acetate. The product thus isolated was purified by chromatography over silica gel, using a gradient of heptane/ethyl acetate as eluent. The purif...